Dataset: the Open Reaction Database (ORD), a public repository of structured organic reaction records. Task: describe an organic reaction: reactants, conditions, products, and yield Starting materials: CCN=C=NCCCN(C)C, NCc1nc2ncccc2c(=O)[nH]1, CN(C)C=O, O=C(O)CCc1ccccc1, On1nnc2ccccc21. Product: O=C(CCc1ccccc1)NCc1nc2ncccc2c(=O)[nH]1. Reaction SMILES: [CH3:12][CH2:13][N:14]=[C:15]=[N:16][CH2:17][CH2:18][CH2:19][N:20]([CH3:21])[CH3:22].[NH2:33][CH2:34][c:35]1[nH:36][c:37](=[O:45])[c:38]2[c:39]([n:40]1)[n:41][cH:42][cH:43][cH:44]2.[O:46]=[CH:47][N:48]([CH3:49])[CH3:50].[OH:1][C:2](=[O:3])[CH2:4][CH2:5][c:6]1[cH:7][cH:8][cH:9][cH:10][cH:11]1.[OH:23][n:24]1[c:25]2[c:26]([cH:27][cH:28][cH:29][cH:30]2)[n:31][n:32]1>>[C:2](=[O:3])([CH2:4][CH2:5][c:6]1[cH:7][cH:8][cH:9][cH:10][cH:11]1)[NH:33][CH2:34][c:35]1[nH:36][c:37](=[O:45])[c:38]2[c:39]([n:40]1)[n:41][cH:42][cH:43][cH:44]2. Reactants: C(C)(=O)NC=1SC=CC1C(=O)OC (methyl 2-acetamidothiophene-3 -carboxylate), 80, C(Cl)(Cl)Cl (chloroform), N1=CC=CC=C1 (pyridine), ClCl (chlorine). The solvent is C(Cl)(Cl)(Cl)Cl (carbon tetrachloride). Run at time 30 minute. The product is C(C)(=O)NC=1SC(=CC1C(=O)OC)Cl (methyl 2-acetamido-5-chlorothiophene-3-carboxylate). As a reaction SMILES: [C:1]([NH:4][C:5]1[S:6][CH:7]=[CH:8][C:9]=1[C:10]([O:12][CH3:13])=[O:11])(=[O:3])[CH3:2].C(Cl)(Cl)[Cl:15].N1C=CC=CC=1.ClCl>C(Cl)(Cl)(Cl)Cl>[C:1]([NH:4][C:5]1[S:6][C:7]([Cl:15])=[CH:8][C:9]=1[C:10]([O:12][CH3:13])=[O:11])(=[O:3])[CH3:2]. Procedure details: To a stirred solution of 4 parts of methyl 2-acetamidothiophene-3 -carboxylate in a mixture of 80 parts by volume of chloroform and 12 parts by volume of pyridine, 20 parts by volume of a 10 % (W/V) solution of chlorine in carbon tetrachloride is added dropwise. After stirring for further 30 minutes, the mixture is washed with an aqueous sodium bicarbonate solution and, then, with water. Evaporation of the solvent, and recrystallization of the residue from methanol gives methyl 2-acetamido-5-chl...